From a dataset of the Open Reaction Database (ORD), a public repository of structured organic reaction records. describe an organic reaction: reactants, conditions, products, and yield The reactants are ClC1=CC(=NC=N1)C(=O)NC=1C=C2C=NNC2=CC1 (6-chloro-N-1H-indazol-5-ylpyrimidine-4-carboxamide), ClC1=CC(=NC=N1)C(=O)NC=1C=C2C=NNC2=CC1 (6-chloro-N-1H-indazol-5-ylpyrimidine-4-carboxamide), COCCNC(C)C (N-(2-methoxyethyl)isopropylamine). Yields the product N1N=CC2=CC(=CC=C12)NC(=O)C1=NC=NC(=C1)N(CCOC)C(C)C (N-1H-indazol-5-yl-6-[isopropyl(2-methoxyethyl)amino]pyrimidine-4-carboxamide). Reaction SMILES: Cl[C:2]1[N:7]=[CH:6][N:5]=[C:4]([C:8]([NH:10][C:11]2[CH:12]=[C:13]3[C:17](=[CH:18][CH:19]=2)[NH:16][N:15]=[CH:14]3)=[O:9])[CH:3]=1.[CH3:20][O:21][CH2:22][CH2:23][NH:24][CH:25]([CH3:27])[CH3:26]>>[NH:16]1[C:17]2[C:13](=[CH:12][C:11]([NH:10][C:8]([C:4]3[CH:3]=[C:2]([N:24]([CH:25]([CH3:27])[CH3:26])[CH2:23][CH2:22][O:21][CH3:20])[N:7]=[CH:6][N:5]=3)=[O:9])=[CH:19][CH:18]=2)[CH:14]=[N:15]1. Procedure: Following the general method as outlined in Example 20, starting from 6-chloro-pyrimidine-4-carboxylic acid (1H-indazol-5-yl)-amide (Intermediate 16) and N-(2-methoxyethyl)isopropylamine (ABCR), the title compound was obtained as a yellow solid after purification by column chromatography (silica) eluting with cyclohexane containing increasing amounts of EtOAc. Starting materials: C1(=CC=CC=C1)C (toluene), NC=1C=C(C(=O)OCC)C=CC1 (ethyl 3-aminobenzoate), BrCC1=CC=C(C=C1)C(C(=O)OC)=O (methyl 2-[4-(bromomethyl)phenyl]-2-oxoacetate), C(C)(C)N(CC)C(C)C (diisopropylethylamine). Solvent: O1CCOCC1 (dioxane). Conditions: temperature 60 celsius, time 2 hour. Yields the product C(C)OC(=O)C=1C=C(C=CC1)NCC1=CC=C(C=C1)C(C(=O)OC)=O (methyl 2-[4-[(3-ethoxycarbonylphenylamino)methyl]phenyl]-2-oxoacetate). Reaction SMILES: [NH2:1][C:2]1[CH:3]=[C:4]([CH:10]=[CH:11][CH:12]=1)[C:5]([O:7][CH2:8][CH3:9])=[O:6].Br[CH2:14][C:15]1[CH:20]=[CH:19][C:18]([C:21](=[O:26])[C:22]([O:24][CH3:25])=[O:23])=[CH:17][CH:16]=1.C(N(C(C)C)CC)(C)C.C1(C)C=CC=CC=1>O1CCOCC1>[CH2:8]([O:7][C:5]([C:4]1[CH:3]=[C:2]([NH:1][CH2:14][C:15]2[CH:16]=[CH:17][C:18]([C:21](=[O:26])[C:22]([O:24][CH3:25])=[O:23])=[CH:19][CH:20]=2)[CH:12]=[CH:11][CH:10]=1)=[O:6])[CH3:9]. Reported procedure: To a solution of ethyl 3-aminobenzoate (7.3 ml) and methyl 2-[4-(bromomethyl)phenyl]-2-oxoacetate (6.4 g) in dioxane (40 ml) was added diisopropylethylamine (6.4 ml), and the mixture was stirred at 60° C. for 2 hrs. The mixture was allowed to return to room temperature and toluene (330 ml) was added. The mixture was left standing at 0° C. for 5 hrs and the precipitated diisopropylethylamine hydrobromide was filtered off. The filtrate was concentrated under reduced pressure, and the residue was d... The reactants are N1(CCNCC1)C(=O)OCC (ethyl piperazinecarboxylate), ClCCOCC(=O)N ((2-chloroethoxy)acetamide), C([O-])([O-])=O.[Na+].[Na+] (sodium carbonate), 1g, [I-].[K+] (potassium iodide). Run in C1(=CC=CC=C1)C (toluene), O (water), C(C)(C)O (isopropanol). Run at temperature 50 celsius, time 3 hour. Product: C(N)(=O)COCCC1N(CCNC1)C(=O)OCC (ethyl (2-carbamoylmethoxyethyl)piperazine-1-carboxylate). The yield is 81.3%. Reaction SMILES: [N:1]1([C:7]([O:9][CH2:10][CH3:11])=[O:8])[CH2:6][CH2:5][NH:4][CH2:3][CH2:2]1.Cl[CH2:13][CH2:14][O:15][CH2:16][C:17]([NH2:19])=[O:18].C(=O)([O-])[O-].[Na+].[Na+].[I-].[K+]>C(O)(C)C.O.C1(C)C=CC=CC=1>[C:17]([CH2:16][O:15][CH2:14][CH2:13][CH:2]1[CH2:3][NH:4][CH2:5][CH2:6][N:1]1[C:7]([O:9][CH2:10][CH3:11])=[O:8])(=[O:18])[NH2:19] |f:2.3.4,5.6|. Procedure: 164 g (1.04 mol) of ethyl piperazinecarboxylate, 156.9 g (1.14 mol) of (2-chloroethoxy)acetamide, 241.7 g (2.28 mol) of sodium carbonate, 1g of potassium iodide and 200 ml of toluene are introduced into a 2 l three-necked round-bottomed flask fitted with a water-cooled condenser and a mechanical stirrer. The mixture is brought at the reflux temperature for 3 hours 30. The mixture is allowed to cool to 50° C., and 200 ml of isopropanol are added. The reaction mixture is filtered and the filtratio... Conditions: temperature 0 celsius, time 1 hour. Product: ethyl acetate hexanes, COC(=O)C=1C=C(C=CC1)C1=CC=C(C=C1)CO (4′-hydroxymethyl-biphenyl-3-carboxylic acid methyl ester). Procedure details: To a stirred mixture of 1.56 g (6.5 mmol.) 4-formyl-biphenyl-3-carboxylic acid methyl ester in 30 mL methanol at 0° C. was added 307 mg (8.1 mmol.) sodium borohydride. The mixture was stirred at 0° C. for 1 hour, then quenched with saturated ammonium chloride solution. The mixture was poured into water and extracted with ethyl acetate. The ethyl acetate extracts were combined, washed successively with water, brine then dried (MgSO4) and concentrated in vacuo to yield an oil. Chromatography on Si... Reaction SMILES: [CH3:1][O:2][C:3]([C:5]1[CH:6]=[C:7]([C:13]2[CH:18]=[CH:17][CH:16]=[CH:15][CH:14]=2)[CH:8]=[CH:9][C:10]=1C=O)=[O:4].[BH4-].[Na+].[CH3:21][OH:22]>>[CH3:1][O:2][C:3]([C:5]1[CH:6]=[C:7]([C:13]2[CH:14]=[CH:15][C:16]([CH2:21][OH:22])=[CH:17][CH:18]=2)[CH:8]=[CH:9][CH:10]=1)=[O:4] |f:1.2|. Reactants: COC(=O)C=1C=C(C=CC1C=O)C1=CC=CC=C1 (4-formyl-biphenyl-3-carboxylic acid methyl ester), CO (methanol), [BH4-].[Na+] (sodium borohydride). The reactants are C1(=CC=CC=C1)N=C=O (Phenyl isocyanate), N1C(=CC2=CC=CC=C12)C=1OCC(C(N1)C1=CC=CC=C1)O ((4RS, 5RS)-2-(2-indolyl)-4-phenyl-5,6-dihydro-4H-1,3-oxazin-5-ol). Run in ClCCCl (1,2-dichloroethane). Conditions: time 7 hour. Yields the product N1C(=CC2=CC=CC=C12)C=1OCC(C(N1)C1=CC=CC=C1)OC(NC1=CC=CC=C1)=O ((4RS, 5RS)-2-(2-indolyl)-4-phenyl-5-phenylcarbamoyloxy-5,6-dihydro-4H-1,3-oxazine). Isolated yield 55.2%. As a reaction SMILES: [C:1]1([N:7]=[C:8]=[O:9])[CH:6]=[CH:5][CH:4]=[CH:3][CH:2]=1.[NH:10]1[C:18]2[C:13](=[CH:14][CH:15]=[CH:16][CH:17]=2)[CH:12]=[C:11]1[C:19]1[O:20][CH2:21][CH:22]([OH:31])[CH:23]([C:25]2[CH:30]=[CH:29][CH:28]=[CH:27][CH:26]=2)[N:24]=1>ClCCCl>[NH:10]1[C:18]2[C:13](=[CH:14][CH:15]=[CH:16][CH:17]=2)[CH:12]=[C:11]1[C:19]1[O:20][CH2:21][CH:22]([O:31][C:8](=[O:9])[NH:7][C:1]2[CH:6]=[CH:5][CH:4]=[CH:3][CH:2]=2)[CH:23]([C:25]2[CH:26]=[CH:27][CH:28]=[CH:29][CH:30]=2)[N:24]=1. Procedure details: Phenyl isocyanate (2.3 g) is added at a temperature in the region of 20° C. to a solution, maintained under an argon atmosphere, of (4RS, 5RS)-2-(2-indolyl)-4-phenyl-5,6-dihydro-4H-1,3-oxazin-5-ol (5.15 g) in 1,2-dichloroethane (50 cc). The solution obtained is stirred for 7 hours under reflux and then concentrated to dryness under reduced pressure (2.7 kPa) at 40° C. After two successive recrystallizations in diisopropyl ether, (4RS, 5RS)-2-(2-indolyl)-4-phenyl-5-phenylcarbamoyloxy-5,6-dihydro-... The reactants are CCCC(CC(=O)OCC)n1ccc2cc(NC(=O)Cc3ccc4c(n3)NCCC4)ccc21, C1CCOC1, [Na+], [OH-], O. Yields the product CCCC(CC(=O)O)n1ccc2cc(NC(=O)Cc3ccc4c(n3)NCCC4)ccc21. As a reaction SMILES: [CH2:1]([CH3:2])[O:3][C:4]([CH2:5][CH:6]([CH2:7][CH2:8][CH3:9])[n:10]1[cH:11][cH:12][c:13]2[cH:14][c:15]([NH:19][C:20]([CH2:21][c:22]3[n:23][c:24]4[c:29]([cH:30][cH:31]3)[CH2:28][CH2:27][CH2:26][NH:25]4)=[O:32])[cH:16][cH:17][c:18]12)=[O:33].[CH2:36]1[O:37][CH2:38][CH2:39][CH2:40]1.[Na+:35].[OH-:34].[OH2:41]>>[O:3]=[C:4]([CH2:5][CH:6]([CH2:7][CH2:8][CH3:9])[n:10]1[cH:11][cH:12][c:13]2[cH:14][c:15]([NH:19][C:20]([CH2:21][c:22]3[n:23][c:24]4[c:29]([cH:30][cH:31]3)[CH2:28][CH2:27][CH2:26][NH:25]4)=[O:32])[cH:16][cH:17][c:18]12)[OH:33]. Starting materials: BrC1=CC=C(S1)C(=O)O (5-bromo-thiophene-2-carboxylic acid), S(O)(O)(=O)=O (sulfuric acid), CO (methanol), [OH-].[Na+] (NaOH). Run in CCOC(=O)C.O (EtOAc H2O). The product is COC(=O)C=1SC(=CC1)Br (5-bromo-thiophene-2-carboxylic acid methyl ester). As a reaction SMILES: [Br:1][C:2]1[S:6][C:5]([C:7]([OH:9])=[O:8])=[CH:4][CH:3]=1.S(=O)(=O)(O)O.[OH-].[Na+].[CH3:17]O>CCOC(C)=O.O>[CH3:17][O:8][C:7]([C:5]1[S:6][C:2]([Br:1])=[CH:3][CH:4]=1)=[O:9] |f:2.3,5.6|. Reported procedure: To a solution of 5-bromo-thiophene-2-carboxylic acid (1.04 g, 5.0 mmol) in 15 mL of methanol, add concentrated sulfuric acid (0.5 ml, 10 mmol). After heating to reflux for an hour, cool the reaction to room temp, and dilute with EtOAc/H2O=50/50. Then, neutralize with 1.0 N NaOH to pH=7, extract the aqueous solution with ethyl acetate (30 ml×3), and dry the combined organic layers over sodium sulfate. Purify the crude material via flash chromatograpgy on sila gel to give the title compound 0.62 g...